From a dataset of the Open Reaction Database (ORD), a public repository of structured organic reaction records. describe an organic reaction: reactants, conditions, products, and yield Reactants: CN1C(CCC1)=O (N-methyl pyrrolidone), CNC (dimethylamine), NC=1C=C2C(=C(C=NC2=NC1)C#N)NC1=CC(=CC=C1)Br (6-amino-4-(3-bromo-phenylamino)-[1.8]naphthyridine-3-carbonitrile), amine, BrCC=CC(=O)Cl (4-bromo-2-butenoyl chloride). Run in O1CCCC1 (tetrahydrofuran), O1CCCC1 (tetrahydrofuran). Reaction conditions: time 1 hour. Yields the product BrC=1C=C(C=CC1)NC1=C2C=C(C=NC2=NC=C1C#N)NC(C=CCN(C)C)=O (4-Dimethylamino-but-2-enoic acid [5-(3-bromo-phenylamino)-6-cyano-[1.8]naphthyridin-3-yl]-amide). Reaction SMILES: [NH2:1][C:2]1[CH:3]=[C:4]2[C:9](=[N:10][CH:11]=1)[N:8]=[CH:7][C:6]([C:12]#[N:13])=[C:5]2[NH:14][C:15]1[CH:20]=[CH:19][CH:18]=[C:17]([Br:21])[CH:16]=1.Br[CH2:23][CH:24]=[CH:25][C:26](Cl)=[O:27].[CH3:29][N:30]1CCC[C:31]1=O.CNC>O1CCCC1>[Br:21][C:17]1[CH:16]=[C:15]([NH:14][C:5]2[C:6]([C:12]#[N:13])=[CH:7][N:8]=[C:9]3[C:4]=2[CH:3]=[C:2]([NH:1][C:26](=[O:27])[CH:25]=[CH:24][CH2:23][N:30]([CH3:31])[CH3:29])[CH:11]=[N:10]3)[CH:20]=[CH:19][CH:18]=1. Reported procedure: To a suspension of 2.5 g (7.35 mmol) of 6-amino-4-(3-bromo-phenylamino)-[1.8]naphthyridine-3-carbonitrile and 0.95 g (7.35 mmol) of disopropylethyl amine in 40 ml tetrahydrofuran at 0° C., with stirring, was added 1.42 g (7.72 mmol) of 4-bromo-2-butenoyl chloride followed by 5 ml of N-methyl pyrrolidone. After 1 hr, 55 ml of 2M dimethylamine in tetrahydrofuran was added. After 30 min, the solvents were removed. The mixture was mixed with ethyl acetate and saturated sodium bicarbonate. The organi... Starting materials: CC(C)OC1=C(C=CC=C1)N1CCNCC1 (1-[2-(methylethoxy)phenyl]piperazine), C(C)(=O)C=1C=C(C#N)C=CC1 (3-acetylbenzonitrile), [BH4-].[Na+] (sodium borohydride). The reagents and catalysts are CC([O-])C.[Ti+4].CC([O-])C.CC([O-])C.CC([O-])C (titanium isopropoxide). Solvent: CO (Methanol). Reaction conditions: time 2 hour. Yields the product CC(C)OC1=C(C=CC=C1)N1CCN(CC1)C(C)C=1C=C(C#N)C=CC1 (3-[1-[4-[2-(1-methylethoxy)phenyl]-1-piperazinyl]ethyl]benzonitrile). Isolated yield 13.4%. RXN SMILES: [CH3:1][CH:2]([O:4][C:5]1[CH:10]=[CH:9][CH:8]=[CH:7][C:6]=1[N:11]1[CH2:16][CH2:15][NH:14][CH2:13][CH2:12]1)[CH3:3].[C:17]([C:20]1[CH:21]=[C:22]([CH:25]=[CH:26][CH:27]=1)[C:23]#[N:24])(=O)[CH3:18].[BH4-].[Na+]>CC(C)[O-].[Ti+4].CC(C)[O-].CC(C)[O-].CC(C)[O-].CO>[CH3:3][CH:2]([O:4][C:5]1[CH:10]=[CH:9][CH:8]=[CH:7][C:6]=1[N:11]1[CH2:12][CH2:13][N:14]([CH:17]([C:20]2[CH:21]=[C:22]([CH:25]=[CH:26][CH:27]=2)[C:23]#[N:24])[CH3:18])[CH2:15][CH2:16]1)[CH3:1] |f:2.3,4.5.6.7.8|. Procedure: A mixture of 1-[2-(methylethoxy)phenyl]piperazine (IPP, 7.28 g, 0.033 mol), 3-acetylbenzonitrile (4.80 g, 0.033 mol), and titanium isopropoxide (11.74 g, 0.041 mol) was stirred at room temperature for 2 h, heated to 80° C. for several minutes, and then cooled to room temperature. Methanol (150 mL) was added and the mixture was heated to dissolve most of the solids. After cooling to room temperature, sodium borohydride (2.27 g, 0.060 mol) was added in portions and the mixture was stirred overnigh... Starting materials: FC1=C(C=CC=C1)NC(NC1=CC=C(C=C1)C1=CC=C2CN(C(C2=C1)=O)[C@H](C(=O)OC)C(C)C)=S ((S)-Methyl 2-(6-(4-(3-(2-fluorophenyl)thioureido)phenyl)-1-oxoisoindolin-2-yl)-3-methylbutanoate), NC1=CC=C(C=C1)C1=CC=C2CN(C(C2=C1)=O)[C@H](C(=O)OC)C(C)C ((S)-Methyl 2-(6-(4-aminophenyl)-1-oxoisoindolin-2-yl)-3-methylbutanoate), ClC1=CC=C(C=C1)N=C=S (4-chlorophenyl isothiocyanate), compound, compound. The product is ClC1=CC=C(C=C1)NC(NC1=CC=C(C=C1)C1=CC=C2CN(C(C2=C1)=O)[C@H](C(=O)OC)C(C)C)=S ((S)-Methyl 2-(6-(4-(3-(4-chlorophenyl)thioureido)phenyl)-1-oxoisoindolin-2-yl)-3-methylbutanoate). Reaction SMILES: F[C:2]1[CH:7]=[CH:6][CH:5]=[CH:4][C:3]=1[NH:8][C:9](=[S:35])[NH:10][C:11]1[CH:16]=[CH:15][C:14]([C:17]2[CH:25]=[C:24]3[C:20]([CH2:21][N:22]([C@@H:27]([CH:32]([CH3:34])[CH3:33])[C:28]([O:30][CH3:31])=[O:29])[C:23]3=[O:26])=[CH:19][CH:18]=2)=[CH:13][CH:12]=1.NC1C=CC(C2C=C3C(CN([C@@H](C(C)C)C(OC)=O)C3=O)=CC=2)=CC=1.[Cl:61]C1C=CC(N=C=S)=CC=1>>[Cl:61][C:6]1[CH:5]=[CH:4][C:3]([NH:8][C:9](=[S:35])[NH:10][C:11]2[CH:16]=[CH:15][C:14]([C:17]3[CH:25]=[C:24]4[C:20]([CH2:21][N:22]([C@@H:27]([CH:32]([CH3:34])[CH3:33])[C:28]([O:30][CH3:31])=[O:29])[C:23]4=[O:26])=[CH:19][CH:18]=3)=[CH:13][CH:12]=2)=[CH:2][CH:7]=1. Reported procedure: The compound of example 61 was prepared analogous to compound of example 51 by reaction of compound of example 6 with 4-chlorophenyl isothiocyanate. The compound of example 61 was used directly without isolation for the preparation of compound of example 62. Reactants: BrCCCBr, O=C([O-])[O-], CCC(C)=O, [K+], [K+], N#Cc1ccccc1O. Yields the product N#Cc1ccccc1OCCCBr. RXN SMILES: [Br:10][CH2:11][CH2:12][CH2:13][Br:14].[C:15](=[O:16])([O-:17])[O-:18].[CH3:21][C:22](=[O:23])[CH2:24][CH3:25].[K+:19].[K+:20].[OH:1][c:2]1[c:3]([C:4]#[N:5])[cH:6][cH:7][cH:8][cH:9]1>>[O:1]([c:2]1[c:3]([C:4]#[N:5])[cH:6][cH:7][cH:8][cH:9]1)[CH2:13][CH2:12][CH2:11][Br:10]. Reactants: OC=1C=CC2=C(SC(=C2CC2=CC(=C(C=C2)CN2CCCC2)OC)C2=CC=C(C=C2)OCCN2CCCC2)C1 (6-Hydroxy-3-[3-methoxy-4-[(1-pyrrolidinyl)methyl]benzyl]-2-[4-[2-(1-pyrrolidinyl)ethoxy]phenyl]benzo[b]thiophene), C(C)S (ethanethiol), [Cl-].[Al+3].[Cl-].[Cl-] (aluminum chloride). The solvent is ClC(C)Cl (dichloroethane). Run at time 1 hour. The product is OC=1C=CC2=C(SC(=C2CC2=CC(=C(C=C2)CN2CCCC2)O)C2=CC=C(C=C2)OCCN2CCCC2)C1 (6-Hydroxy-3-[3-hydroxy-4-[(1-pyrrolidinyl)methyl]benzyl]-2-[4-[2-(1-pyrrolidinyl)ethoxy]phenyl]benzo[b]thiophene). Yield: 94.6%. As a reaction SMILES: [OH:1][C:2]1[CH:3]=[CH:4][C:5]2[C:9]([CH2:10][C:11]3[CH:16]=[CH:15][C:14]([CH2:17][N:18]4[CH2:22][CH2:21][CH2:20][CH2:19]4)=[C:13]([O:23]C)[CH:12]=3)=[C:8]([C:25]3[CH:30]=[CH:29][C:28]([O:31][CH2:32][CH2:33][N:34]4[CH2:38][CH2:37][CH2:36][CH2:35]4)=[CH:27][CH:26]=3)[S:7][C:6]=2[CH:39]=1.C(S)C.[Cl-].[Al+3].[Cl-].[Cl-]>ClC(Cl)C>[OH:1][C:2]1[CH:3]=[CH:4][C:5]2[C:9]([CH2:10][C:11]3[CH:16]=[CH:15][C:14]([CH2:17][N:18]4[CH2:22][CH2:21][CH2:20][CH2:19]4)=[C:13]([OH:23])[CH:12]=3)=[C:8]([C:25]3[CH:30]=[CH:29][C:28]([O:31][CH2:32][CH2:33][N:34]4[CH2:38][CH2:37][CH2:36][CH2:35]4)=[CH:27][CH:26]=3)[S:7][C:6]=2[CH:39]=1 |f:2.3.4.5|. Reported procedure: 6-Hydroxy-3-[3-methoxy-4-[(1-pyrrolidinyl)methyl]benzyl]-2-[4-[2-(1-pyrrolidinyl)ethoxy]phenyl]benzo[b]thiophene (65 mg, 0.12 mmol) in dichloroethane (3 mL) was treated with ethanethiol (0.2 mL) and aluminum chloride (160 mg) at 0° C. for 2 h before quenching with saturated aqueous sodium bicarbonate solution (5 mL). The stirring was continued for 1 h at ambient temperature. The mixture was diluted with saturated aqueous sodium bicarbonate solution (50 mL) and extracted with dichloromethane (50 ...